Dataset: the Open Reaction Database (ORD), a public repository of structured organic reaction records. Task: describe an organic reaction: reactants, conditions, products, and yield Starting materials: C(CCC)N1C(=NC(=C1)NC(=O)NC1=CC=C(C=C1)OC(F)(F)F)C(=O)NCCO (1-butyl-N-(2-hydroxyethyl)-4-[({[4-(trifluoromethoxy)phenyl]amino}-carbonyl)amino]-1H-imidazole-2-carboxamide), C(C)(C)(C)OC(CC[C@H](C(=O)O)NC(=O)OC(C)(C)C)=O ((2R)-5-tert-butoxy-2-[(tert-butoxycarbonyl)amino]-5-oxopentanoic acid), CCN=C=NCCCN(C)C (EDCI), Cl (HCl). Reagents/catalysts: CN(C)C=1C=CN=CC1 (DMAP). The solvent is CN(C)C=O (DMF). Run at time 10 minute. Yields the product Cl.N[C@H](CCC(=O)O)C(=O)OCCNC(=O)C=1N(C=C(N1)NC(=O)NC1=CC=C(C=C1)OC(F)(F)F)CCCC ((4R)-4-Amino-5-{2-[({1-butyl-4-[({[4-(trifluoromethoxy)phenyl]amino}carbonyl)amino]-1H-imidazol-2-yl}carbonyl)amino]ethoxy}-5-oxopentanoic Acid Hydrochloride). As a reaction SMILES: C([O:5][C:6](=[O:21])[CH2:7][CH2:8][C@@H:9]([NH:13]C(OC(C)(C)C)=O)[C:10](O)=[O:11])(C)(C)C.CCN=C=NCCCN(C)C.[ClH:33].[CH2:34]([N:38]1[CH:42]=[C:41]([NH:43][C:44]([NH:46][C:47]2[CH:52]=[CH:51][C:50]([O:53][C:54]([F:57])([F:56])[F:55])=[CH:49][CH:48]=2)=[O:45])[N:40]=[C:39]1[C:58]([NH:60][CH2:61][CH2:62][OH:63])=[O:59])[CH2:35][CH2:36][CH3:37]>CN(C=O)C.CN(C1C=CN=CC=1)C>[ClH:33].[NH2:13][C@@H:9]([C:10]([O:63][CH2:62][CH2:61][NH:60][C:58]([C:39]1[N:38]([CH2:34][CH2:35][CH2:36][CH3:37])[CH:42]=[C:41]([NH:43][C:44]([NH:46][C:47]2[CH:48]=[CH:49][C:50]([O:53][C:54]([F:55])([F:56])[F:57])=[CH:51][CH:52]=2)=[O:45])[N:40]=1)=[O:59])=[O:11])[CH2:8][CH2:7][C:6]([OH:21])=[O:5] |f:6.7|. Reported procedure: 91 mg (0.3 mmol) of (2R)-5-tert-butoxy-2-[(tert-butoxycarbonyl)amino]-5-oxopentanoic acid are dissolved in 1 ml of DMF and, after addition of 58 mg (0.3 mmol) of EDCI×HCl and 37 mg (0.30 mmol) of DMAP, stirred at room temperature for 10 minutes. Then 70 mg (0.15 mmol) of 1-butyl-N-(2-hydroxyethyl)-4-[({[4-(trifluoromethoxy)phenyl]amino}-carbonyl)amino]-1H-imidazole-2-carboxamide (Example 81) are added, and the mixture is stirred at room temperature overnight. The reaction mixture is purified by ... Reactants: C[C@H](CCC(=O)O)[C@H]1CC[C@@H]2[C@@]1([C@H](C[C@H]3[C@H]2CC[C@H]4[C@@]3(CC[C@H](C4)O)C)O)C (deoxycholic acid), O=C[C@H](O)[C@@H](O)[C@H](O)[C@H](O)CO (glucose), [N+](=O)([O-])[O-].[NH4+] (ammonium nitrate), P(=O)(O)(O)[O-].[K+] (potassium dihydrogen phosphate), P(=O)(O)([O-])[O-].[K+].[K+] (dipotassium hydrogen phosphate), O.O.O.O.O.O.O.S(=O)(=O)([O-])[O-].[Mg+2] (magnesium sulfate heptahydrate). Run in O (water). Run at time 15 minute. The product is O[C@H]1C[C@@H]2[C@]3(CCC(C=C3CC[C@H]2[C@@H]2CC[C@H](C(C)C=O)[C@@]12C)=O)C (12α-hydroxypregna-4-en-3-one-20-carbaldehyde). Isolated yield 37.0%. RXN SMILES: C[C@@H:2]([C@@H:8]1[C@@:12]2([CH3:28])[C@@H:13]([OH:27])[CH2:14][C@@H:15]3[C@@:20]4([CH3:26])[CH2:21][CH2:22][C@@H:23]([OH:25])[CH2:24][C@H:19]4[CH2:18][CH2:17][C@H:16]3[C@@H:11]2[CH2:10][CH2:9]1)[CH2:3]CC(O)=O.[O:29]=[CH:30][C@@H]([C@H]([C@@H]([C@@H](CO)O)O)O)O.[N+]([O-])([O-])=O.[NH4+].P([O-])(O)(O)=O.[K+].P([O-])([O-])(O)=O.[K+].[K+].O.O.O.O.O.O.O.S([O-])([O-])(=O)=O.[Mg+2]>O>[OH:27][C@@H:13]1[C@@:12]2([CH3:28])[C@@H:11]([CH2:10][CH2:9][C@@H:8]2[CH:2]([CH:30]=[O:29])[CH3:3])[C@H:16]2[C@@H:15]([C@:20]3([CH3:26])[C:19]([CH2:18][CH2:17]2)=[CH:24][C:23](=[O:25])[CH2:22][CH2:21]3)[CH2:14]1 |f:2.3,4.5,6.7.8,9.10.11.12.13.14.15.16.17|. Reported procedure: Pseudomonas putida D4014-A357 (FERM BP-206) was cultivated in the followingmanner. A medium was prepared by adding 50 ml of tap water to 0.2 g of deoxycholic acid, 0.1 g of glucose, 0.2 g of ammonium nitrate, 0.1 g of potassium dihydrogen phosphate, 0.6 g of dipotassium hydrogen phosphate, 0.02 g of magnesium sulfate heptahydrate and 0.02 g of yeast extract, adjusting the solution to pH 8.4 with 1N sodium hydroxide and further adding water to make the volume 100 ml. This medium was placed in a 5...